Dataset: the Open Reaction Database (ORD), a public repository of structured organic reaction records. Task: describe an organic reaction: reactants, conditions, products, and yield As a reaction SMILES: [CH2:1]1[C:10]2[C:5](=[CH:6][CH:7]=[CH:8][CH:9]=2)[CH2:4][CH2:3][CH:2]1[C:11]([OH:13])=O.C(Cl)(=O)C([Cl:17])=O>C1(C)C=CC=CC=1>[CH2:1]1[C:10]2[C:5](=[CH:6][CH:7]=[CH:8][CH:9]=2)[CH2:4][CH2:3][CH:2]1[C:11]([Cl:17])=[O:13]. Procedure details: The suspension of 1,2,3,4-tetrahydro-2-naphthoic acid (500 mg, 2.84 mmol) in 5 ml of toluene was treated with oxalyl chloride (720 mg, 5.675 mmol). The mixture was stirred at 50° C. for 5 hrs. All volatile materials were removed in vacuo and product 1,2,3,4-Tetrahydro-2-naphthoyl chloride was obtained as a colorless oil, which was used for next step reaction without further purification. The solvent is C1(=CC=CC=C1)C (toluene). Starting materials: C1C(CCC2=CC=CC=C12)C(=O)O (1,2,3,4-tetrahydro-2-naphthoic acid), C(C(=O)Cl)(=O)Cl (oxalyl chloride). Product: C1C(CCC2=CC=CC=C12)C(=O)Cl (1,2,3,4-Tetrahydro-2-naphthoyl chloride). Reaction conditions: temperature 50 celsius, time 5 hour. The reactants are [N+](=O)([O-])C1=CC=C(C=C1)C=1N=C2N(C3=C(NC4=C2C=CC=C4)N=CC=C3)C1C1=CC=C(C=C1)C1(CCC1)NC(OC(C)(C)C)=O (tert-Butyl (1-{4-[2-(4-nitrophenyl)-9H-imidazo[1,2-d]pyrido[2,3-b][1,4]benzodiazepin-3-yl]phenyl}cyclobutyl)carbamate), Cl.O1CCOCC1 (HCl dioxane). Run in C(Cl)Cl (DCM). Reaction conditions: time 4 hour. Product: Cl.Cl.Cl.[N+](=O)([O-])C1=CC=C(C=C1)C=1N=C2N(C3=C(NC4=C2C=CC=C4)N=CC=C3)C1C1=CC=C(C=C1)C1(CCC1)N (1-{4-[2-(4-nitrophenyl)-9H-imidazo[1,2-d]pyrido[2,3-b][1,4]benzodiazepin-3-yl]phenyl}cyclobutanamine trihydrochloride). Reaction SMILES: [N+:1]([C:4]1[CH:9]=[CH:8][C:7]([C:10]2[N:11]=[C:12]3[C:18]4[CH:19]=[CH:20][CH:21]=[CH:22][C:17]=4[NH:16][C:15]4[N:23]=[CH:24][CH:25]=[CH:26][C:14]=4[N:13]3[C:27]=2[C:28]2[CH:33]=[CH:32][C:31]([C:34]3([NH:38]C(=O)OC(C)(C)C)[CH2:37][CH2:36][CH2:35]3)=[CH:30][CH:29]=2)=[CH:6][CH:5]=1)([O-:3])=[O:2].[ClH:46].O1CCOCC1>C(Cl)Cl>[ClH:46].[ClH:46].[ClH:46].[N+:1]([C:4]1[CH:9]=[CH:8][C:7]([C:10]2[N:11]=[C:12]3[C:18]4[CH:19]=[CH:20][CH:21]=[CH:22][C:17]=4[NH:16][C:15]4[N:23]=[CH:24][CH:25]=[CH:26][C:14]=4[N:13]3[C:27]=2[C:28]2[CH:29]=[CH:30][C:31]([C:34]3([NH2:38])[CH2:37][CH2:36][CH2:35]3)=[CH:32][CH:33]=2)=[CH:6][CH:5]=1)([O-:3])=[O:2] |f:1.2,4.5.6.7|. Procedure details: tert-Butyl (1-{4-[2-(4-nitrophenyl)-9H-imidazo[1,2-d]pyrido[2,3-b][1,4]benzodiazepin-3-yl]phenyl}cyclobutyl)carbamate (7.70 mg, 0.0128 mmol) was dissolved in DCM (0.5 mL). 4M HCl/dioxane (0.5 mL) was added to the mixture and stirred at room temperature for 4 hours. The mixture was concentrated and solidified with ether. The precipitated solids were collected by filtration and washed with ether to afford desired product (8.04 mg, quant.) as an orange solid. 1HNMR (DMSO-d6) 400 MHz δ: 8.72 (br s, ... The reactants are CN(C(=O)c1cc(Br)cc(C(F)(F)F)c1)C1CCNCC1c1ccc(F)cc1, CC(=O)NC1CCC(C(=O)O)CC1, Cl. Product: CC(=O)NC1CCC(C(=O)N2CCC(N(C)C(=O)c3cc(Br)cc(C(F)(F)F)c3)C(c3ccc(F)cc3)C2)CC1. RXN SMILES: [Br:2][c:3]1[cH:4][c:5]([C:6](=[O:7])[N:8]([CH3:9])[CH:10]2[CH:11]([c:16]3[cH:17][cH:18][c:19]([F:22])[cH:20][cH:21]3)[CH2:12][NH:13][CH2:14][CH2:15]2)[cH:23][c:24]([C:26]([F:27])([F:28])[F:29])[cH:25]1.[C:30]([CH3:31])(=[O:32])[NH:33][CH:34]1[CH2:35][CH2:36][CH:37]([C:40](=[O:41])[OH:42])[CH2:38][CH2:39]1.[ClH:1]>>[Br:2][c:3]1[cH:4][c:5]([C:6](=[O:7])[N:8]([CH3:9])[CH:10]2[CH:11]([c:16]3[cH:17][cH:18][c:19]([F:22])[cH:20][cH:21]3)[CH2:12][N:13]([C:40]([CH:37]3[CH2:36][CH2:35][CH:34]([NH:33][C:30]([CH3:31])=[O:32])[CH2:39][CH2:38]3)=[O:41])[CH2:14][CH2:15]2)[cH:23][c:24]([C:26]([F:27])([F:28])[F:29])[cH:25]1. Starting materials: [H-].[Na+] (sodium hydride), ICCC (1-iodopropane), NC1=C(C=C(C=C1)C#N)NC(CCCCN1CCCCC1)=O (5-piperidin-1-yl-pentanoic acid-(2-amino-5-cyano-phenyl)-amide). The solvent is CN(C)C=O (DMF). The product is N1(CCCCC1)CCCCC=1N(C2=C(N1)C=CC(=C2)C#N)CCC (2-(4-piperidin-1-yl-butyl)-3-propyl-3H-benzimidazol-5-carbonitrile). Reaction SMILES: [NH2:1][C:2]1[CH:7]=[CH:6][C:5]([C:8]#[N:9])=[CH:4][C:3]=1[NH:10][C:11](=O)[CH2:12][CH2:13][CH2:14][CH2:15][N:16]1[CH2:21][CH2:20][CH2:19][CH2:18][CH2:17]1.[H-].[Na+].I[CH2:26][CH2:27][CH3:28]>CN(C=O)C>[N:16]1([CH2:15][CH2:14][CH2:13][CH2:12][C:11]2[N:10]([CH2:26][CH2:27][CH3:28])[C:3]3[CH:4]=[C:5]([C:8]#[N:9])[CH:6]=[CH:7][C:2]=3[N:1]=2)[CH2:21][CH2:20][CH2:19][CH2:18][CH2:17]1 |f:1.2|. Reported procedure: The compound (1.04 g) obtained in Example 61-2 was dissolved in DMF (31.2 ml) and added with 60% sodium hydride (0.166 g) and 1-iodopropane (0.405 ml) while the whole was being stirred under ice-cooling. The solution was warmed to room temperature and stirred for 15 hours. The reaction solution was poured in ice-cold water and subjected to separation/extraction with chloroform. The organic layer was washed with a saturated saline solution and then dried with anhydrous sodium sulfate, followed by...